From a dataset of the Open Reaction Database (ORD), a public repository of structured organic reaction records. describe an organic reaction: reactants, conditions, products, and yield The reactants are C(C)(C)C1=CC=C(C=C1)C(=O)C1=C(C=CC(=C1)OCC#C)NCC1=CC(=CC=C1)[N+](=O)[O-] ((4-isopropyl-phenyl)-[2-(3-nitro-benzylamino)-5-propargyloxy-phenyl]-methanone), [O-]C#N.[Na+] (sodium cyanate). Solvent: O (water), C(C)(=O)O (acetic acid). Run at time 8 hour. Product: C(C)(C)C1=CC=C(C=C1)C1=NC(N(C2=CC=C(C=C12)OCC#C)CC1=CC(=CC=C1)[N+](=O)[O-])=O (4-(4-isopropyl-phenyl)-1-(3-nitro-benzyl)-6-propargyloxy-1H-quinazolin-2-one). Reaction SMILES: [CH:1]([C:4]1[CH:9]=[CH:8][C:7]([C:10]([C:12]2[CH:17]=[C:16]([O:18][CH2:19][C:20]#[CH:21])[CH:15]=[CH:14][C:13]=2[NH:22][CH2:23][C:24]2[CH:29]=[CH:28][CH:27]=[C:26]([N+:30]([O-:32])=[O:31])[CH:25]=2)=O)=[CH:6][CH:5]=1)([CH3:3])[CH3:2].[O-:33][C:34]#[N:35].[Na+]>C(O)(=O)C.O>[CH:1]([C:4]1[CH:9]=[CH:8][C:7]([C:10]2[C:12]3[C:13](=[CH:14][CH:15]=[C:16]([O:18][CH2:19][C:20]#[CH:21])[CH:17]=3)[N:22]([CH2:23][C:24]3[CH:29]=[CH:28][CH:27]=[C:26]([N+:30]([O-:32])=[O:31])[CH:25]=3)[C:34](=[O:33])[N:35]=2)=[CH:6][CH:5]=1)([CH3:3])[CH3:2] |f:1.2|. Procedure: A red solution of 34 g (79.4 mmol) of the benzophenone prepared in step A in 200 ml acetic acid is treated with 6.2 g (95 mmol) sodium cyanate under vigorous stirring which is continued overnight. The mixture is diluted with water and extracted with ethyl acetate. Concentration after washing with bicarbonate solution yields several crops of product. While the initial batches are yellow and pure, the subsequent ones are orange and have to be purified by flash chromatography. Combined yield: 25.9 ...